This data is from the Open Reaction Database (ORD), a public repository of structured organic reaction records. The task is: describe an organic reaction: reactants, conditions, products, and yield The product is COC(N[C@@H](C(=O)N1[C@@H](CCC1)C1=NC2=C(N1)C=C(C=C2)C2=CC=1C(C3=CC(=CC=C3C1C=C2)C2=CN=C(N2)[C@H]2N(CCC2)C([C@H](C(C)C)NC(=O)OC)=O)(F)F)C2=CC=CC=C2)=O ((R)-2-((S)-2-(6-(9,9-difluoro-7-(2-((S)-1-((S)-2-(methoxycarbonylamino)-3-methylbutanoyl)pyrrolidin-2-yl)-1H-imidazol-5-yl)-9H-fluoren-2-yl)-1H-benzo[d]imidazol-2-yl)pyrrolidin-1-yl)-2-oxo-1-phenylethylcarbamic acid methyl ester). As a reaction SMILES: COC(=O)N[C@@H](C(C)C)C(N1[C@H](C2NC(C3C=CC(C4C=CC5C(=CC=C(C6NC([C@@H]7CCCN7[C:48](=[O:61])[C@H:49]([NH:56][C:57]([O:59][CH3:60])=[O:58])[C:50]7[CH:55]=[CH:54][CH:53]=[CH:52][CH:51]=7)=NC=6)C=5)C=4)=CC=3)=CN=2)CC2(OCCO2)C1)=O.Cl.Cl.Cl.[F:69][C:70]1([F:118])[C:82]2[CH:81]=[C:80]([C:83]3[NH:87][C:86]([C@@H:88]4[CH2:92][CH2:91][CH2:90][N:89]4[C:93](=[O:103])[C@@H:94]([NH:98][C:99](=[O:102])[O:100][CH3:101])[CH:95]([CH3:97])[CH3:96])=[N:85][CH:84]=3)[CH:79]=[CH:78][C:77]=2[C:76]2[C:71]1=[CH:72][C:73]([C:104]1[CH:105]=[CH:106][C:107]3[N:111]=[C:110]([C@@H:112]4[CH2:116][CH2:115][CH2:114][NH:113]4)[NH:109][C:108]=3[CH:117]=1)=[CH:74][CH:75]=2>>[CH3:60][O:59][C:57](=[O:58])[NH:56][C@H:49]([C:50]1[CH:55]=[CH:54][CH:53]=[CH:52][CH:51]=1)[C:48]([N:113]1[CH2:114][CH2:115][CH2:116][C@H:112]1[C:110]1[NH:109][C:108]2[CH:117]=[C:104]([C:73]3[CH:74]=[CH:75][C:76]4[C:77]5[C:82](=[CH:81][C:80]([C:83]6[NH:87][C:86]([C@@H:88]7[CH2:92][CH2:91][CH2:90][N:89]7[C:93](=[O:103])[C@@H:94]([NH:98][C:99]([O:100][CH3:101])=[O:102])[CH:95]([CH3:96])[CH3:97])=[N:85][CH:84]=6)=[CH:79][CH:78]=5)[C:70]([F:69])([F:118])[C:71]=4[CH:72]=3)[CH:105]=[CH:106][C:107]=2[N:111]=1)=[O:61] |f:1.2.3.4|. The reactants are COC(N[C@H](C(=O)N1CC2(OCCO2)C[C@H]1C=1NC(=CN1)C1=CC=C(C=C1)C1=CC2=CC=C(C=C2C=C1)C1=CN=C(N1)[C@H]1N(CCC1)C([C@@H](C1=CC=CC=C1)NC(=O)OC)=O)C(C)C)=O ((S)-1-((S)-8-(5-(4-(6-(2-((S)-1-((R)-2-(methoxycarbonylamino)-2-phenylacetyl)pyrrolidin-2-yl)-1H-imidazol-5-yl)naphthalen-2-yl)phenyl)-1H-imidazol-2-yl)-1,4-dioxa-7-azaspiro[4.4]nonan-7-yl)-3-methyl-1-oxobutan-2-ylcarbamic acid methyl ester), Cl.Cl.Cl.FC1(C2=CC(=CC=C2C=2C=CC(=CC12)C1=CN=C(N1)[C@H]1N(CCC1)C([C@H](C(C)C)NC(OC)=O)=O)C=1C=CC2=C(NC(=N2)[C@H]2NCCC2)C1)F (methyl (S)-1-((S)-2-(5-(9,9-difluoro-7-(2-((S)-pyrrolidin-2-yl)-1H-benzo[d]imidazol-6-yl)-9H-fluoren-2-yl)-1H-imidazol-2-yl)pyrrolidin-1-yl)-3-methyl-1-oxobutan-2-ylcarbamate 3HCl salt). Procedure: The title compound was prepared according to the method employed to prepare (S)-1-((S)-8-(5-(4-(6-(2-((S)-1-((R)-2-(methoxycarbonylamino)-2-phenylacetyl)pyrrolidin-2-yl)-1H-imidazol-5-yl)naphthalen-2-yl)phenyl)-1H-imidazol-2-yl)-1,4-dioxa-7-azaspiro[4.4]nonan-7-yl)-3-methyl-1-oxobutan-2-ylcarbamic acid methyl ester, except that methyl (S)-1-((S)-2-(5-(9,9-difluoro-7-(2-((S)-pyrrolidin-2-yl)-1H-benzo[d]imidazol-6-yl)-9H-fluoren-2-yl)-1H-imidazol-2-yl)pyrrolidin-1-yl)-3-methyl-1-oxobutan-2-ylcarba... Reported procedure: Methyl 5-((benzyl(4-fluorophenyl)amino)methyl)-2,2-dimethyl-4H-[1,3]dioxino[4,5-c]pyridine-8-carboxylate 25a was prepared from methyl 5-((4-fluorophenylamino)methyl)-2,2-dimethyl-4H-[1,3]dioxino[4,5-c]pyridine-8-carboxylate (21a) (120 mg, 0.3 mmol), benzaldehyde (100 uL, 1.0 mmol) and sodium cyanoborohydride (28 mg, 0.45 mmol) according to the procedure described in Example 24. MS-ESI m/z 437 [MH]+. The product is C(C1=CC=CC=C1)N(C1=CC=C(C=C1)F)CC1=C2C(=C(N=C1)C(=O)OC)OC(OC2)(C)C (Methyl 5-((benzyl(4-fluorophenyl)amino)methyl)-2,2-dimethyl-4H-[1,3]dioxino[4,5-c]pyridine-8-carboxylate). As a reaction SMILES: [F:1][C:2]1[CH:7]=[CH:6][C:5]([NH:8][CH2:9][C:10]2[CH:15]=[N:14][C:13]([C:16]([O:18][CH3:19])=[O:17])=[C:12]3[O:20][C:21]([CH3:25])([CH3:24])[O:22][CH2:23][C:11]=23)=[CH:4][CH:3]=1.[CH:26](=O)[C:27]1[CH:32]=[CH:31][CH:30]=[CH:29][CH:28]=1.C([BH3-])#N.[Na+]>>[CH2:26]([N:8]([CH2:9][C:10]1[CH:15]=[N:14][C:13]([C:16]([O:18][CH3:19])=[O:17])=[C:12]2[O:20][C:21]([CH3:25])([CH3:24])[O:22][CH2:23][C:11]=12)[C:5]1[CH:6]=[CH:7][C:2]([F:1])=[CH:3][CH:4]=1)[C:27]1[CH:32]=[CH:31][CH:30]=[CH:29][CH:28]=1 |f:2.3|. Starting materials: FC1=CC=C(C=C1)NCC1=C2C(=C(N=C1)C(=O)OC)OC(OC2)(C)C (methyl 5-((4-fluorophenylamino)methyl)-2,2-dimethyl-4H-[1,3]dioxino[4,5-c]pyridine-8-carboxylate), C(C1=CC=CC=C1)=O (benzaldehyde), C(#N)[BH3-].[Na+] (sodium cyanoborohydride). Reactants: [Cl-].[Cl-].[Cl-].[Al+3] (aluminum trichloride), C(C)(=O)Cl (acetyl chloride), O1C(=COC2=C1C=CC=C2)C(=O)OCC (ethyl 1,4-benzodioxin-2-carboxylate). Solvent: C(=S)=S (carbon disulfide). Reaction conditions: time 14 hour. Yields the product C(C)(=O)C1=CC2=C(OC(=CO2)C(=O)OCC)C=C1 (Ethyl 6-acetyl-1,4-benzodioxin-2-carboxylate). RXN SMILES: [Cl-].[Cl-].[Cl-].[Al+3].[C:5](Cl)(=[O:7])[CH3:6].[O:9]1[C:14]2[CH:15]=[CH:16][CH:17]=[CH:18][C:13]=2[O:12][CH:11]=[C:10]1[C:19]([O:21][CH2:22][CH3:23])=[O:20]>C(=S)=S>[C:5]([C:17]1[CH:16]=[CH:15][C:14]2[O:9][C:10]([C:19]([O:21][CH2:22][CH3:23])=[O:20])=[CH:11][O:12][C:13]=2[CH:18]=1)(=[O:7])[CH3:6] |f:0.1.2.3|. Procedure details: 12.5 g of aluminum trichloride are added to a mixture of 4.27 g of acetyl chloride and 7.5 g of ethyl 1,4-benzodioxin-2-carboxylate in 150 ml of carbon disulfide at 0° C. The reaction mixture is stirred at room temperature for 14 hours. After acid hydrolysis with 50 ml of hydrochloric acid (2N) and extraction of the aqueous phase with dichloromethane, the organic phase is washed with saturated sodium hydrogen carbonate solution and then dried over magnesium sulfate. The acylated product is purif... Starting materials: CC(C)(C)OC(=O)NC1CCCC1C(=O)Nc1cc(Cl)cc2c1[nH]c1cnccc12, O=C(O)C(F)(F)F. The product is NC1CCCC1C(=O)Nc1cc(Cl)cc2c1[nH]c1cnccc12. Reaction SMILES: [Cl:1][c:2]1[cH:3][c:4]2[c:5]3[cH:6][cH:7][n:8][cH:9][c:10]3[nH:11][c:12]2[c:13]([NH:15][C:16](=[O:17])[CH:18]2[CH:19]([NH:23][C:24]([O:25][C:26]([CH3:27])([CH3:28])[CH3:29])=[O:30])[CH2:20][CH2:21][CH2:22]2)[cH:14]1.[OH:31][C:32]([C:33]([F:34])([F:35])[F:36])=[O:37]>>[Cl:1][c:2]1[cH:3][c:4]2[c:5]3[cH:6][cH:7][n:8][cH:9][c:10]3[nH:11][c:12]2[c:13]([NH:15][C:16](=[O:17])[CH:18]2[CH:19]([NH2:23])[CH2:20][CH2:21][CH2:22]2)[cH:14]1. The reactants are C1CCOC1, C[Si](C)(C)N=C=O, ONC1CC(c2cccc(Oc3ccc(F)cc3)c2)C1. The product is NC(=O)N(O)C1CC(c2cccc(Oc3ccc(F)cc3)c2)C1. Reaction SMILES: [CH2:28]1[O:29][CH2:30][CH2:31][CH2:32]1.[CH3:21][Si:22]([CH3:23])([CH3:24])[N:25]=[C:26]=[O:27].[F:1][c:2]1[cH:3][cH:4][c:5]([O:6][c:7]2[cH:8][c:9]([CH:13]3[CH2:14][CH:15]([NH:17][OH:18])[CH2:16]3)[cH:10][cH:11][cH:12]2)[cH:19][cH:20]1>>[F:1][c:2]1[cH:3][cH:4][c:5]([O:6][c:7]2[cH:8][c:9]([CH:13]3[CH2:14][CH:15]([N:17]([OH:18])[C:26]([NH2:25])=[O:27])[CH2:16]3)[cH:10][cH:11][cH:12]2)[cH:19][cH:20]1. The reactants are C[N+]1([O-])CCOCC1, O=[N+]([O-])c1cc(CO)ccc1NC1CCCCC1, ClCCl, O. Product: O=Cc1ccc(NC2CCCCC2)c([N+](=O)[O-])c1. As a reaction SMILES: [CH3:20][N+:21]1([O-:22])[CH2:23][CH2:24][O:25][CH2:26][CH2:27]1.[CH:1]1([NH:7][c:8]2[c:9]([N+:16](=[O:17])[O-:18])[cH:10][c:11]([CH2:12][OH:13])[cH:14][cH:15]2)[CH2:2][CH2:3][CH2:4][CH2:5][CH2:6]1.[Cl:28][CH2:29][Cl:30].[OH2:19]>>[CH:1]1([NH:7][c:8]2[c:9]([N+:16](=[O:17])[O-:18])[cH:10][c:11]([CH:12]=[O:13])[cH:14][cH:15]2)[CH2:2][CH2:3][CH2:4][CH2:5][CH2:6]1. The reactants are N1(CCC1)S(=O)(=O)N (azetidine-1-sulfonamide), ClC=1C(=CC(=C(C(=O)O)C1)F)OC1CCC(CC1)=O (5-chloro-2-fluoro-4-((4-oxocyclohexyl)oxy)benzoic acid), C1(CC1)C=1C(=CC(=C(C(=O)O)C1)F)OC1CCC2(CC2)CC1 (5-cyclopropyl-2-fluoro-4-(spiro[2.5]octan-6-yloxy)benzoic acid). Solvent: CO (methanol). The product is N1(CCC1)S(=O)(=O)NC(C1=C(C=C(C(=C1)C1CC1)OC1CCC2(CC2)CC1)F)=O (N-(azetidin-1-ylsulfonyl)-5-cyclopropyl-2-fluoro-4-(spiro[2.5]octan-6-yloxy)benzamide), solid. Yield: 12.0%. As a reaction SMILES: ClC1C(OC2CCC(=O)CC2)=CC(F)=C(C=1)C(O)=O.[CH:20]1([C:23]2[C:24]([O:33][CH:34]3[CH2:41][CH2:40][C:37]4([CH2:39][CH2:38]4)[CH2:36][CH2:35]3)=[CH:25][C:26]([F:32])=[C:27]([CH:31]=2)[C:28]([OH:30])=O)[CH2:22][CH2:21]1.[N:42]1([S:46]([NH2:49])(=[O:48])=[O:47])[CH2:45][CH2:44][CH2:43]1>CO>[N:42]1([S:46]([NH:49][C:28](=[O:30])[C:27]2[CH:31]=[C:23]([CH:20]3[CH2:21][CH2:22]3)[C:24]([O:33][CH:34]3[CH2:35][CH2:36][C:37]4([CH2:38][CH2:39]4)[CH2:40][CH2:41]3)=[CH:25][C:26]=2[F:32])(=[O:48])=[O:47])[CH2:45][CH2:44][CH2:43]1. Reported procedure: Following the procedure as described in Example 357 Step 4 and making non-critical variations to replace 5-chloro-2-fluoro-4-((4-oxocyclohexyl)oxy)benzoic acid with 5-cyclopropyl-2-fluoro-4-(spiro[2.5]octan-6-yloxy)benzoic acid and methanol with azetidine-1-sulfonamide, the title compound was obtained as a colorless solid (0.029 g, 12% yield): 1H NMR (300 MHz, DMSO-d6) δ11.57 (br s, 1H), 7.11 (d, J=8.4 Hz, 1H), 7.01 (d, J=13.2 Hz, 1H), 4.67-4.61 (m, 1H), 4.00 (t, J=7.7 Hz, 4H), 2.17-1.98 (m, 3H)... The reactants are CC(C)(C)OC(=O)N(c1ccc(N2CCOCC2)cc1)c1ncc(Br)n2ccnc12, CCCC[Sn](Cl)(CCCC)CCCC, CC(C)[Mg+], [Cl-], C1CCOC1. The product is CCCC[Sn](CCCC)(CCCC)c1cnc(N(C(=O)OC(C)(C)C)c2ccc(N3CCOCC3)cc2)c2nccn12. Reaction SMILES: [C:1]([CH3:2])([CH3:3])([CH3:4])[O:5][C:6]([N:7]([c:8]1[cH:9][cH:10][c:11]([N:14]2[CH2:15][CH2:16][O:17][CH2:18][CH2:19]2)[cH:12][cH:13]1)[c:20]1[c:21]2[n:22]([c:23]([Br:26])[cH:24][n:25]1)[cH:27][cH:28][n:29]2)=[O:30].[CH2:36]([CH2:37][CH2:38][CH3:39])[Sn:40]([CH2:41][CH2:42][CH2:43][CH3:44])([CH2:45][CH2:46][CH2:47][CH3:48])[Cl:49].[CH:32]([Mg+:33])([CH3:34])[CH3:35].[Cl-:31].[O:50]1[CH2:51][CH2:52][CH2:53][CH2:54]1>>[C:1]([CH3:2])([CH3:3])([CH3:4])[O:5][C:6]([N:7]([c:8]1[cH:9][cH:10][c:11]([N:14]2[CH2:15][CH2:16][O:17][CH2:18][CH2:19]2)[cH:12][cH:13]1)[c:20]1[c:21]2[n:22]([c:23]([Sn:40]([CH2:36][CH2:37][CH2:38][CH3:39])([CH2:41][CH2:42][CH2:43][CH3:44])[CH2:45][CH2:46][CH2:47][CH3:48])[cH:24][n:25]1)[cH:27][cH:28][n:29]2)=[O:30]. Starting materials: N[C@H](CC1=CC=CC=C1)C(=O)O (D-phenylalanine), Cl(=O)(=O)(=O)O (perchloric acid). The solvent is C(C)(=O)OC(C)(C)C (t-butyl acetate). The product is CC(C)(C)OC([C@H](N)CC1=CC=CC=C1)=O (D-Phenylalanine 1.1-Dimethylethyl ester). Isolated yield 11.1%. Reaction SMILES: [NH2:1][C@@H:2]([C:10]([OH:12])=[O:11])[CH2:3][C:4]1[CH:9]=[CH:8][CH:7]=[CH:6][CH:5]=1.Cl(O)(=O)(=O)=O>C(OC(C)(C)C)(=O)C>[CH3:3][C:4]([O:11][C:10](=[O:12])[C@@H:2]([CH2:3][C:4]1[CH:9]=[CH:8][CH:7]=[CH:6][CH:5]=1)[NH2:1])([CH3:9])[CH3:5]. Reported procedure: To a solution of D-phenylalanine (5.5 g, 33 mmol) in 430 mL of t-butyl acetate was added concentrated perchloric acid (2 mL, 33 mmol). After stirring at room temperature, the reaction mixture was filtered and the filter cake washed with copious diethyl ether. The filter cake was suspended in diethyl ether and washed with two portions of 5% citric acid. The acid washes were combined, neutralized with solid NaHCO3 and extracted with two portions of diethyl ether. The combined organic extracts were... Starting materials: ClC=1C=C(C=C(C1OCC(F)(F)F)C1=CC=C(C=C1)C(F)(F)F)C(C(=O)OCC)C1CCCC1 (ethyl 2-(5-chloro-6-(2,2,2-trifluoroethoxy)-4′-(trifluoromethyl)biphenyl-3-yl)-2-cyclopentylacetate), O.[OH-].[Li+] (lithium hydroxide monohydrate). The solvent is CO.C1CCOC1.O (MeOH THF Water). Conditions: time 3 hour. Product: ClC=1C=C(C=C(C1OCC(F)(F)F)C1=CC=C(C=C1)C(F)(F)F)C(C(=O)O)C1CCCC1 (2-(5-chloro-6-(2,2,2-trifluoroethoxy)-4′-(trifluoromethyl)biphenyl-3-yl)-2-cyclopentylacetic acid). The yield is 21.3%. As a reaction SMILES: [Cl:1][C:2]1[CH:3]=[C:4]([CH:24]([CH:30]2[CH2:34][CH2:33][CH2:32][CH2:31]2)[C:25]([O:27]CC)=[O:26])[CH:5]=[C:6]([C:14]2[CH:19]=[CH:18][C:17]([C:20]([F:23])([F:22])[F:21])=[CH:16][CH:15]=2)[C:7]=1[O:8][CH2:9][C:10]([F:13])([F:12])[F:11].O.[OH-].[Li+]>CO.C1COCC1.O>[Cl:1][C:2]1[CH:3]=[C:4]([CH:24]([CH:30]2[CH2:31][CH2:32][CH2:33][CH2:34]2)[C:25]([OH:27])=[O:26])[CH:5]=[C:6]([C:14]2[CH:15]=[CH:16][C:17]([C:20]([F:21])([F:22])[F:23])=[CH:18][CH:19]=2)[C:7]=1[O:8][CH2:9][C:10]([F:12])([F:13])[F:11] |f:1.2.3,4.5.6|. Procedure: A mixture of ethyl 2-(5-chloro-6-(2,2,2-trifluoroethoxy)-4′-(trifluoromethyl)biphenyl-3-yl)-2-cyclopentylacetate (400 mg, 0.78 mmol) and lithium hydroxide monohydrate (0.330 g, 7.87 mmol) in a MeOH/THF/Water solvent mixture (10 ml/10 ml/10 ml) was stirred for 3 h at room temperature. After completion of reaction volatiles were removed under reduced pressure. The residue was diluted with water, acidified with 5% HCl solution and extracted with ethyl acetate (3×50 mL). The combined organic layers ...